This data is from the Open Reaction Database (ORD), a public repository of structured organic reaction records. The task is: describe an organic reaction: reactants, conditions, products, and yield The reactants are CC(C)(C)OC(=O)N1C2C=C(c3ccc(N4CCN(S(C)(=O)=O)CC4)cc3)CC1CC2, COC(C)O, [H][H]. Yields the product CC(C)(C)OC(=O)N1C2CCC1CC(c1ccc(N3CCN(S(C)(=O)=O)CC3)cc1)C2. RXN SMILES: [C:1]([CH3:2])([CH3:3])([CH3:4])[O:5][C:6](=[O:7])[N:8]1[CH:9]2[CH:10]=[C:11]([c:16]3[cH:17][cH:18][c:19]([N:22]4[CH2:23][CH2:24][N:25]([S:28](=[O:29])(=[O:30])[CH3:31])[CH2:26][CH2:27]4)[cH:20][cH:21]3)[CH2:12][CH:13]1[CH2:14][CH2:15]2.[CH3:34][O:35][CH:36]([OH:37])[CH3:38].[H:32][H:33]>>[C:1]([CH3:2])([CH3:3])([CH3:4])[O:5][C:6](=[O:7])[N:8]1[CH:9]2[CH2:10][CH:11]([c:16]3[cH:17][cH:18][c:19]([N:22]4[CH2:23][CH2:24][N:25]([S:28](=[O:29])(=[O:30])[CH3:31])[CH2:26][CH2:27]4)[cH:20][cH:21]3)[CH2:12][CH:13]1[CH2:14][CH2:15]2. Reactants: C(C)(C)(C)[C@]1(OCO[C@@]23[C@H]4[C@@]56CCN([C@@H]([C@]5(C[C@@H]21)CC3)CC3=CC=C(C(=C36)O4)O)CC4CC4)C ((4bS,8R,8aS,9aR,10S,13aR,13bR)-10-tert-butyl-7-cyclopropylmethyl-5,6,7,8,9,9a,10,13b-octahydro-10-methyl-8a,13a-ethano-4,8-methanobenzofuro[3,2-e][1,3]dioxino[4,5-g]isoquinolin-1-ol), C(CCC)S(=O)CCCC (dibutyl sulfoxide). The product is C(C)(C)(C)[C@]1(OC(O[C@@]23[C@H]4[C@@]56CCN([C@@H]([C@]5(C[C@@H]21)CC3)CC3=CC=C(C(=C36)O4)O)CC4CC4)CCC)C ((4bS,8R,8aS,9aR,10S,13aR,13bR)-10-tert-butyl-7-cyclopropylmethyl-5,6,7,8,9,9a,10,13b-octahydro-10-methyl-12-propyl-8a,13a-ethano-4,8-methanobenzofuro[3,2-e][1,3]dioxino[4,5-g]isoquinolin-1-ol). Reaction SMILES: [C:1]([C@:5]1([CH3:34])[C@@H:18]2[C@@:9]3([CH2:20][CH2:19][C@:16]4([CH2:17]2)[C@@:11]25[C:27]6[C:22](=[CH:23][CH:24]=[C:25]([OH:29])[C:26]=6[O:28][C@@H:10]32)[CH2:21][C@H:15]4[N:14]([CH2:30][CH:31]2[CH2:33][CH2:32]2)[CH2:13][CH2:12]5)[O:8][CH2:7][O:6]1)([CH3:4])([CH3:3])[CH3:2].[CH2:35](S(CCCC)=O)[CH2:36][CH2:37]C>>[C:1]([C@:5]1([CH3:34])[C@@H:18]2[C@@:9]3([CH2:20][CH2:19][C@:16]4([CH2:17]2)[C@@:11]25[C:27]6[C:22](=[CH:23][CH:24]=[C:25]([OH:29])[C:26]=6[O:28][C@@H:10]32)[CH2:21][C@H:15]4[N:14]([CH2:30][CH:31]2[CH2:32][CH2:33]2)[CH2:13][CH2:12]5)[O:8][CH:7]([CH2:35][CH2:36][CH3:37])[O:6]1)([CH3:4])([CH3:2])[CH3:3]. Procedure details: The title compound 5 was synthesized similar to the procedure described in Example 1 for compound 3 using dibutyl sulfoxide instead of DMSO. After column chromatography, 227 mg (86.3% yield, 99.4 purity) of compound 5 was isolated as an off-white solid as a mixture of two epimers in a 95.4:4.6 ratio.